This data is from the Open Reaction Database (ORD), a public repository of structured organic reaction records. The task is: describe an organic reaction: reactants, conditions, products, and yield Yield: 74.1%. As a reaction SMILES: C([O:4][C@@H:5]([C@@H:12]([N:16]([CH2:24][C:25]1[CH:30]=[CH:29][CH:28]=[CH:27][CH:26]=1)[CH2:17][C:18]1[CH:23]=[CH:22][CH:21]=[CH:20][CH:19]=1)[CH2:13][CH2:14][CH3:15])[C:6]([NH:8][CH:9]1[CH2:11][CH2:10]1)=[O:7])(=O)C.[OH-].[Na+]>CO.O>[CH:9]1([NH:8][C:6](=[O:7])[C@@H:5]([OH:4])[C@@H:12]([N:16]([CH2:24][C:25]2[CH:26]=[CH:27][CH:28]=[CH:29][CH:30]=2)[CH2:17][C:18]2[CH:23]=[CH:22][CH:21]=[CH:20][CH:19]=2)[CH2:13][CH2:14][CH3:15])[CH2:10][CH2:11]1 |f:1.2|. Procedure: (2S,3S)-1-(cyclopropylamino)-3-(dibenzylamino)-1-oxohexan-2-yl acetate (17 g) was dissolved in methanol (120 mL) at room temperature and the resulting solution cooled to 0-5° C. To this solution was added a previously prepared 1.1-M solution of sodium hydroxide by dissolving solid NaOH (2.49 g) in water (55 mL), which was then added to the reaction mixture at 0-5° C. The reaction was warmed to room temperature (25-30° C.) and stirred at this temperature for 16-18 hours. The reaction mixture was ... Run at temperature 2.5 celsius, time 17 hour. The reactants are [OH-].[Na+] (NaOH), 1.1-M, [OH-].[Na+] (sodium hydroxide), C(C)(=O)O[C@H](C(=O)NC1CC1)[C@H](CCC)N(CC1=CC=CC=C1)CC1=CC=CC=C1 ((2S,3S)-1-(cyclopropylamino)-3-(dibenzylamino)-1-oxohexan-2-yl acetate). Yields the product C1(CC1)NC([C@H]([C@H](CCC)N(CC1=CC=CC=C1)CC1=CC=CC=C1)O)=O ((2S,3S)—N-cyclopropyl-3-(dibenzylamino)-2-hydroxyhexanamide). Solvent: O (water), CO (methanol).